Task: describe an organic reaction: reactants, conditions, products, and yield. Dataset: the Open Reaction Database (ORD), a public repository of structured organic reaction records Reactants: O=CN1CCC(CCCBr)CC1, [C-]#N, CCO, [Na+]. The product is N#CCCCC1CCN(C=O)CC1. RXN SMILES: [Br:1][CH2:2][CH2:3][CH2:4][CH:5]1[CH2:6][CH2:7][N:8]([CH:11]=[O:12])[CH2:9][CH2:10]1.[C-:13]#[N:14].[CH3:16][CH2:17][OH:18].[Na+:15]>>[CH2:2]([CH2:3][CH2:4][CH:5]1[CH2:6][CH2:7][N:8]([CH:11]=[O:12])[CH2:9][CH2:10]1)[C:13]#[N:14]. Starting materials: CC(C)([O-])C.[Na+] (Sodium tert-butoxide), BrC1=CC2=CC=CC=C2C=C1 (2-bromonaphthalene), C(C)(C)(C)OC(C1=CC=C(C=C1)NC1CCNCC1)=O (4-(Piperidin-4-ylamino)benzoic Acid tert-Butyl Ester). Reagents/catalysts: C=1C=CC(=CC1)/C=C/C(=O)/C=C/C2=CC=CC=C2.C=1C=CC(=CC1)/C=C/C(=O)/C=C/C2=CC=CC=C2.C=1C=CC(=CC1)/C=C/C(=O)/C=C/C2=CC=CC=C2.[Pd].[Pd] (Tris(dibenzylideneacetone)-dipalladium (0)), C1(=CC=CC=C1)P(C1=C(C2=CC=CC=C2C=C1)C1=C(C=CC2=CC=CC=C12)P(C1=CC=CC=C1)C1=CC=CC=C1)C1=CC=CC=C1 ((+)-2,2'-bis(diphenylphosphino)-1,1'-binaphthyl). Run in C1(=CC=CC=C1)C (toluene), CO.C(Cl)Cl (CH3OH CH2Cl2). Conditions: temperature 80 celsius. The product is C(C)(C)(C)OC(C1=CC=C(C=C1)NC1CCN(CC1)C1=CC2=CC=CC=C2C=C1)=O (4-(1-Naphthalen-2-yl-piperidin-4-ylamino)-benzoic acid tert-butyl ester). Isolated yield 58.8%. As a reaction SMILES: CC(C)([O-])C.[Na+].Br[C:8]1[CH:17]=[CH:16][C:15]2[C:10](=[CH:11][CH:12]=[CH:13][CH:14]=2)[CH:9]=1.[C:18]([O:22][C:23](=[O:37])[C:24]1[CH:29]=[CH:28][C:27]([NH:30][CH:31]2[CH2:36][CH2:35][NH:34][CH2:33][CH2:32]2)=[CH:26][CH:25]=1)([CH3:21])([CH3:20])[CH3:19]>C1(C)C=CC=CC=1.CO.C(Cl)Cl.C1C=CC(/C=C/C(/C=C/C2C=CC=CC=2)=O)=CC=1.C1C=CC(/C=C/C(/C=C/C2C=CC=CC=2)=O)=CC=1.C1C=CC(/C=C/C(/C=C/C2C=CC=CC=2)=O)=CC=1.[Pd].[Pd].C1(P(C2C=CC=CC=2)C2C=CC3C(=CC=CC=3)C=2C2C3C(=CC=CC=3)C=CC=2P(C2C=CC=CC=2)C2C=CC=CC=2)C=CC=CC=1>[C:18]([O:22][C:23](=[O:37])[C:24]1[CH:29]=[CH:28][C:27]([NH:30][CH:31]2[CH2:36][CH2:35][N:34]([C:8]3[CH:17]=[CH:16][C:15]4[C:10](=[CH:11][CH:12]=[CH:13][CH:14]=4)[CH:9]=3)[CH2:33][CH2:32]2)=[CH:26][CH:25]=1)([CH3:21])([CH3:19])[CH3:20] |f:0.1,5.6,7.8.9.10.11|. Reported procedure: Sodium tert-butoxide (0.4 g, 4 mmol) was added to a solution of 2-bromonaphthalene (0.3 g, 1.48 mmol) and 49 (0.4 g, 1.48 mmol) in 5 mL of anhydrous toluene at 25° C. Tris(dibenzylideneacetone)-dipalladium (0) (6 mg, 0.007 mmol) and (+)-2,2'-bis(diphenylphosphino)-1,1'-binaphthyl [(±)-BINAP] (12.4 mg, 0.02 mmol) were added sequentially. The reaction mixture was heated to 80° C. and maintained at that temperature for 12 h, then was cooled to 25° C. and diluted with a mixture of CH3OH/CH2Cl2 (150 ...